Dataset: the Open Reaction Database (ORD), a public repository of structured organic reaction records. Task: describe an organic reaction: reactants, conditions, products, and yield Reactants: COCCOC, Cl, O=S(=O)(OCCC(F)(F)C(F)(F)C(F)(F)C(F)(F)F)C(F)(F)F, [H-], [Na+], Oc1ccc(-c2ccc(O)cc2)cc1, c1ccccc1. The product is Oc1ccc(-c2ccc(OCCC(F)(F)C(F)(F)C(F)(F)C(F)(F)F)cc2)cc1. As a reaction SMILES: [CH2:47]([CH2:48][O:49][CH3:50])[O:51][CH3:52].[ClH:40].[F:17][C:18]([F:19])([F:20])[S:21]([O:22][CH2:23][CH2:24][C:25]([C:26]([C:27]([C:28]([F:29])([F:30])[F:31])([F:32])[F:33])([F:34])[F:35])([F:36])[F:37])(=[O:38])=[O:39].[H-:1].[Na+:2].[OH:3][c:4]1[cH:5][cH:6][c:7](-[c:10]2[cH:11][cH:12][c:13]([OH:16])[cH:14][cH:15]2)[cH:8][cH:9]1.[cH:41]1[cH:42][cH:43][cH:44][cH:45][cH:46]1>>[OH:3][c:4]1[cH:5][cH:6][c:7](-[c:10]2[cH:11][cH:12][c:13]([O:16][CH2:23][CH2:24][C:25]([C:26]([C:27]([C:28]([F:29])([F:30])[F:31])([F:32])[F:33])([F:34])[F:35])([F:36])[F:37])[cH:14][cH:15]2)[cH:8][cH:9]1.